Dataset: the Open Reaction Database (ORD), a public repository of structured organic reaction records. Task: describe an organic reaction: reactants, conditions, products, and yield The reactants are CI, [H-], [Na+], CN(C)C=O, O, O=C(NC1CCCCC1C(=O)N1CCC2C(c3ncc[nH]3)Nc3ccccc3C21)c1ccccc1. Product: Cn1ccnc1C1Nc2ccccc2C2C1CCN2C(=O)C1CCCCC1NC(=O)c1ccccc1. RXN SMILES: [CH3:38][I:39].[H-:36].[Na+:37].[O:41]=[CH:42][N:43]([CH3:44])[CH3:45].[OH2:40].[nH:1]1[c:2]([CH:6]2[NH:7][c:8]3[cH:9][cH:10][cH:11][cH:12][c:13]3[CH:14]3[CH:15]2[CH2:16][CH2:17][N:18]3[C:19](=[O:20])[CH:21]2[CH:22]([NH:27][C:28]([c:29]3[cH:30][cH:31][cH:32][cH:33][cH:34]3)=[O:35])[CH2:23][CH2:24][CH2:25][CH2:26]2)[n:3][cH:4][cH:5]1>>[n:1]1([CH3:38])[c:2]([CH:6]2[NH:7][c:8]3[cH:9][cH:10][cH:11][cH:12][c:13]3[CH:14]3[CH:15]2[CH2:16][CH2:17][N:18]3[C:19](=[O:20])[CH:21]2[CH:22]([NH:27][C:28]([c:29]3[cH:30][cH:31][cH:32][cH:33][cH:34]3)=[O:35])[CH2:23][CH2:24][CH2:25][CH2:26]2)[n:3][cH:4][cH:5]1. The reactants are Cc1cccc(-c2nc(-c3cncc(Br)c3)c3cc[nH]c3n2)n1, C#C[Si](C)(C)C, [Cu]I, Cl[Pd]Cl, c1ccc(P(c2ccccc2)c2ccccc2)cc1, c1ccc(P(c2ccccc2)c2ccccc2)cc1. The product is Cc1cccc(-c2nc(-c3cncc(C#C[Si](C)(C)C)c3)c3cc[nH]c3n2)n1. Reaction SMILES: [Br:1][c:2]1[cH:3][c:4](-[c:8]2[c:9]3[c:10]([n:11][c:12](-[c:14]4[n:15][c:16]([CH3:20])[cH:17][cH:18][cH:19]4)[n:13]2)[nH:21][cH:22][cH:23]3)[cH:5][n:6][cH:7]1.[CH3:24][Si:25]([CH3:26])([CH3:27])[C:28]#[CH:29].[Cu:30][I:31].[Pd:32]([Cl:33])[Cl:34].[c:35]1([P:36]([c:37]2[cH:38][cH:39][cH:40][cH:41][cH:42]2)[c:43]2[cH:44][cH:45][cH:46][cH:47][cH:48]2)[cH:49][cH:50][cH:51][cH:52][cH:53]1.[c:54]1([P:55]([c:56]2[cH:57][cH:58][cH:59][cH:60][cH:61]2)[c:62]2[cH:63][cH:64][cH:65][cH:66][cH:67]2)[cH:68][cH:69][cH:70][cH:71][cH:72]1>>[c:2]1([C:29]#[C:28][Si:25]([CH3:24])([CH3:26])[CH3:27])[cH:3][c:4](-[c:8]2[c:9]3[c:10]([n:11][c:12](-[c:14]4[n:15][c:16]([CH3:20])[cH:17][cH:18][cH:19]4)[n:13]2)[nH:21][cH:22][cH:23]3)[cH:5][n:6][cH:7]1. Reactants: [Li]CCCC, CCCCCC, CC(C)NC(C)C, [Cl-], CCCCCOc1ccc(Cn2c(C=O)cnc2C)c(Cl)c1, [NH4+], C1CCOC1, COC(=O)CCc1cccnc1. Product: CCCCCOc1ccc(Cn2c(C(O)C(Cc3cccnc3)C(=O)OC)cnc2C)c(Cl)c1. RXN SMILES: [CH2:8]([Li:9])[CH2:10][CH2:11][CH3:12].[CH3:54][CH2:55][CH2:56][CH2:57][CH2:58][CH3:59].[CH:1]([NH:2][CH:3]([CH3:4])[CH3:5])([CH3:6])[CH3:7].[Cl-:47].[Cl:25][c:26]1[c:27]([CH2:28][n:29]2[c:30]([CH3:36])[n:31][cH:32][c:33]2[CH:34]=[O:35])[cH:37][cH:38][c:39]([O:41][CH2:42][CH2:43][CH2:44][CH2:45][CH3:46])[cH:40]1.[NH4+:48].[O:49]1[CH2:50][CH2:51][CH2:52][CH2:53]1.[n:13]1[cH:14][c:15]([CH2:19][CH2:20][C:21](=[O:22])[O:23][CH3:24])[cH:16][cH:17][cH:18]1>>[n:13]1[cH:14][c:15]([CH2:19][CH:20]([C:21](=[O:22])[O:23][CH3:24])[CH:34]([c:33]2[n:29]([CH2:28][c:27]3[c:26]([Cl:25])[cH:40][c:39]([O:41][CH2:42][CH2:43][CH2:44][CH2:45][CH3:46])[cH:38][cH:37]3)[c:30]([CH3:36])[n:31][cH:32]2)[OH:35])[cH:16][cH:17][cH:18]1. Starting materials: ClC=1C=C(C(=NC1)C(C(C(=O)O)C)=O)F (3-(5-chloro-3-fluoropyridin-2-yl)-2-methyl-3-oxopropionic acid), C(C)(=O)O (acetic acid), ClCl (chlorine). Run in O (water). Reaction conditions: time 30 minute. Product: ClC(C(=O)C1=NC=C(C=C1F)Cl)C (2-Chloro-1-(5-chloro-3-fluoropyridin-2-yl)- propan-1-one). The yield is 101.9%. As a reaction SMILES: [Cl:1][C:2]1[CH:3]=[C:4]([F:15])[C:5]([C:8](=[O:14])[CH:9](C)[C:10](O)=O)=[N:6][CH:7]=1.C(O)(=O)C.[Cl:20]Cl>O>[Cl:20][CH:9]([CH3:10])[C:8]([C:5]1[C:4]([F:15])=[CH:3][C:2]([Cl:1])=[CH:7][N:6]=1)=[O:14]. Reported procedure: 20.8 g of 3-(5-chloro-3-fluoropyridin-2-yl)-2-methyl-3-oxopropionic acid (Example P35) are introduced into 125 ml of glacial acetic acid. 6.3 g of chlorine gas are introduced into the solution in the course of 1 hour . The mixture is then poured into 700 ml of water and extracted with tert-butyl methyl ether. The combined ethereal phases a rewashed with water and dried over magnesium sulfate, filtered and concentrated by evaporation in vacuo. The crude product is dissolved in 180 ml of tert-buty... The reactants are NC1=C2C=3C(=NN(C3C=C1)CCN(CC)CC)C1=C(S2)C=C(C=C1)OC (5-amino-N,N-diethyl-8-methoxy-2H[1]benzothiopyrano-[4,3,2-cd]indazole-2-ethanamine), Br.BrCCN (2-bromoethylamine, hydrobromide). Run in CCO (EtOH). Yields the product Br.C(C)N(CCN1N=C2C=3C(=C(C=CC13)NCCN)SC1=C2C=CC(=C1)OC)CC (N-[2-[2-(Diethylamino)ethyl]-8-methoxy-2H[1]benzothiopyrano[4,3,2-cd]indazol-5-yl]-1,2-ethanediamine, hydrobromide salt). The yield is 39.9%. As a reaction SMILES: [NH2:1][C:2]1[CH:10]=[CH:9][C:8]2[N:7]([CH2:11][CH2:12][N:13]([CH2:16][CH3:17])[CH2:14][CH3:15])[N:6]=[C:5]3[C:18]4[CH:24]=[CH:23][C:22]([O:25][CH3:26])=[CH:21][C:19]=4[S:20][C:3]=1[C:4]=23.Br.[Br:28][CH2:29][CH2:30][NH2:31]>CCO>[BrH:28].[CH2:16]([N:13]([CH2:14][CH3:15])[CH2:12][CH2:11][N:7]1[C:8]2[CH:9]=[CH:10][C:2]([NH:1][CH2:29][CH2:30][NH2:31])=[C:3]3[S:20][C:19]4[CH:21]=[C:22]([O:25][CH3:26])[CH:23]=[CH:24][C:18]=4[C:5]([C:4]=23)=[N:6]1)[CH3:17] |f:1.2,4.5|. Procedure: Reaction of a solution of 4.5 g (0.0122 mol) of 5-amino-N,N-diethyl-8-methoxy-2H[1]benzothiopyrano-[4,3,2-cd]indazole-2-ethanamine and 7.5 g (0.0366 mol) of 2-bromoethylamine, hydrobromide, in 40 ml of EtOH as described in Example 38 gave 2.4 g of product. Reactants: c1c(n(CCCNC(=O)OC(C)(C)C)c([nH]c1=O)=S)I. Reagents/catalysts: c1ccc(cc1)-c2c3ccccc3cc4ccccc24 (9-Phenylanthracene), [OH-].[Na+]Â Â  (NaOH), O (water), P(C1CCCC1)(c1ccccc1)c1ccccc1.P(C1CCCC1)(c1ccccc1)c1ccccc1.C(Cl)Cl.[Pd](Cl)Cl.[Fe] (Pd(dppf)2Cl2). The solvent is CC1=CC=CC=C1 (Toluene). Conditions: temperature 80 celsius, time 18 hour. Yields the product COc1ccc(F)cc1C2=CC(=O)NC(=S)N2CCCNC(=O)OC(C)(C)C. Reaction SMILES: [CH3:1][C:2]([O:5][C:6]([NH:8][CH2:9][CH2:10][CH2:11][N:12]1[C:18](=[S:19])[NH:17][C:15](=[O:16])[CH:14]=[C:13]1I)=[O:7])([CH3:4])[CH3:3]>>COc1c([C:13]([N:12]([CH2:11][CH2:10][CH2:9][NH:8][C:6]([O:5][C:2]([CH3:4])([CH3:3])[CH3:1])=[O:7])[C:18](=[S:19])[NH:17][C:15]2=[O:16])=[CH:14]2)cc(F)cc1. Reactants: Cc1ccccc1, CCOC(OCC)OCC, CCOC(=O)C1CCCC1=O, O, OCCO, Cc1ccc(S(=O)(=O)O)cc1. Product: CCOC(=O)C1CCCC12OCCO2. RXN SMILES: [CH3:38][c:39]1[cH:40][cH:41][cH:42][cH:43][cH:44]1.[CH:16]([O:17][CH2:18][CH3:19])([O:20][CH2:21][CH3:22])[O:23][CH2:24][CH3:25].[O:1]=[C:2]1[CH:3]([C:7](=[O:8])[O:9][CH2:10][CH3:11])[CH2:4][CH2:5][CH2:6]1.[OH2:26].[OH:12][CH2:13][CH2:14][OH:15].[c:27]1([CH3:28])[cH:29][cH:30][c:31]([S:32]([OH:33])(=[O:34])=[O:35])[cH:36][cH:37]1>>[O:1]1[C:2]2([CH:3]([C:7](=[O:8])[O:9][CH2:10][CH3:11])[CH2:4][CH2:5][CH2:6]2)[O:12][CH2:13][CH2:14]1. Reactants: C(C)OCC=1N(C2=C(C(=NC=3C=CC=CC23)N)N1)CC(C)(OCCS(=O)(=O)C)C (2-(ethoxymethyl)-1-{2-methyl-2-[2-(methylsulfonyl)ethoxy]propyl}-1H-imidazo[4,5-c]quinolin-4-amine), [H][H] (hydrogen), [OH-].[Na+] (sodium hydroxide). The reagents and catalysts are [Pt](=O)=O (platinum(IV) oxide). Solvent: FC(C(=O)O)(F)F (trifluoroacetic acid), O (water). Yields the product C(C)OCC=1N(C2=C(C(=NC=3CCCCC23)N)N1)CC(C)(OCCS(=O)(=O)C)C (2-(ethoxymethyl)-1-{2-methyl-2-[2-(methylsulfonyl)ethoxy]propyl}-6,7,8,9-tetrahydro-1H-imidazo[4,5-c]quinolin-4-amine). Yield: 75.8%. Reaction SMILES: [CH2:1]([O:3][CH2:4][C:5]1[N:6]([CH2:19][C:20]([CH3:29])([O:22][CH2:23][CH2:24][S:25]([CH3:28])(=[O:27])=[O:26])[CH3:21])[C:7]2[C:16]3[CH:15]=[CH:14][CH:13]=[CH:12][C:11]=3[N:10]=[C:9]([NH2:17])[C:8]=2[N:18]=1)[CH3:2].[H][H].[OH-].[Na+]>FC(F)(F)C(O)=O.O.[Pt](=O)=O>[CH2:1]([O:3][CH2:4][C:5]1[N:6]([CH2:19][C:20]([CH3:21])([O:22][CH2:23][CH2:24][S:25]([CH3:28])(=[O:27])=[O:26])[CH3:29])[C:7]2[C:16]3[CH2:15][CH2:14][CH2:13][CH2:12][C:11]=3[N:10]=[C:9]([NH2:17])[C:8]=2[N:18]=1)[CH3:2] |f:2.3|. Procedure: A mixture of 2-(ethoxymethyl)-1-{2-methyl-2-[2-(methylsulfonyl)ethoxy]propyl}-1H-imidazo[4,5-c]quinolin-4-amine (prepared as described in Example 9, 1.70 g, 4.04 mmol) and platinum(IV) oxide (1.0 g) in trifluoroacetic acid (20 mL) was hydrogenated on a Parr apparatus at 50 psi (3.5×105 Pa) hydrogen pressure for 40 hours. The mixture was filtered through CELITE filter agent, which was washed afterwards with dichloromethane. The filtrate was concentrated under reduced pressure to afford an oil tha... The reactants are C(C)(=O)[O-].[Na+] (sodium acetate), C(#N)[BH3-].[Na+] (sodium cyanoborohydride), Cl.COC([C@H](N)CC(C)C)=O (D-Leucine methyl ester hydrochloride), N1=CC(=CC=C1)C=O (3-pyridine carboxaldehyde). Run in CO (methanol), CO (methanol). Reaction conditions: time 15 minute. Yields the product COC([C@H](NCC=1C=NC=CC1)CC(C)C)=O (N-(3-picolyl) D-leucine methyl ester). As a reaction SMILES: Cl.[CH3:2][O:3][C:4](=[O:11])[C@@H:5]([CH2:7][CH:8]([CH3:10])[CH3:9])[NH2:6].C([O-])(=O)C.[Na+].[N:17]1[CH:22]=[CH:21][CH:20]=[C:19]([CH:23]=O)[CH:18]=1.C([BH3-])#N.[Na+]>CO>[CH3:2][O:3][C:4](=[O:11])[C@@H:5]([CH2:7][CH:8]([CH3:10])[CH3:9])[NH:6][CH2:23][C:19]1[CH:18]=[N:17][CH:22]=[CH:21][CH:20]=1 |f:0.1,2.3,5.6|. Reported procedure: D-Leucine methyl ester hydrochloride (20 g, 110.43 mmol) is dissolved in methanol. To this is added sodium acetate (22.64 g, 276 mmol) followed by 3-pyridine carboxaldehyde (10.9 mL, 115.5 mmol). The mixture is allowed to stir at room temperature for 15 minutes and then sodium cyanoborohydride (4.15 g, 66 mmol) is added slowly over 15 minutes. After stirring for 16 hours at room temperature methanol is evaporated under reduced pressure and the resulting oil is taken up in ethyl acetate and washe...